Task: describe an organic reaction: reactants, conditions, products, and yield. Dataset: the Open Reaction Database (ORD), a public repository of structured organic reaction records Starting materials: CCOC(=O)C(NC(C)=O)C(=O)OCC, CC[O-], CCO, COc1ccc2ncc(CCl)cc2c1, Cl, [Na+], [Na]. Yields the product CCOC(=O)C(Cc1cnc2ccc(OC)cc2c1)(NC(C)=O)C(=O)OCC. Reaction SMILES: [C:6]([CH3:7])(=[O:8])[NH:9][CH:10]([C:11](=[O:12])[O:13][CH2:14][CH3:15])[C:16](=[O:17])[O:18][CH2:19][CH3:20].[CH3:2][CH2:3][O-:4].[CH3:36][CH2:37][OH:38].[Cl:22][CH2:23][c:24]1[cH:25][n:26][c:27]2[cH:28][cH:29][c:30]([O:34][CH3:35])[cH:31][c:32]2[cH:33]1.[ClH:21].[Na+:1].[Na:5]>>[C:6]([CH3:7])(=[O:8])[NH:9][C:10]([C:11](=[O:12])[O:13][CH2:14][CH3:15])([C:16](=[O:17])[O:18][CH2:19][CH3:20])[CH2:23][c:24]1[cH:25][n:26][c:27]2[cH:28][cH:29][c:30]([O:34][CH3:35])[cH:31][c:32]2[cH:33]1. As a reaction SMILES: [Br:1]N1C(=O)CCC1=O.S(=O)=O.[CH2:12]([C:16]1[CH:21]=[CH:20][CH:19]=[CH:18][CH:17]=1)[CH:13]([CH3:15])[CH3:14]>>[Br:1][C:19]1[CH:20]=[CH:21][C:16]([CH2:12][CH:13]([CH3:15])[CH3:14])=[CH:17][CH:18]=1. Product: BrC1=CC=C(C=C1)CC(C)C (p-bromoisobutylbenzene). Isolated yield 2.0%. The reactants are BrN1C(CCC1=O)=O (N-bromosuccinimide), S(=O)=O (sulfur dioxide), C(C(C)C)C1=CC=CC=C1 (isobutylbenzene). Run at time 65 minute. Procedure: To a mixture of 1.78 g (10 milliMoles) of N-bromosuccinimide in 20 ml of liquid sulfur dioxide at -30° C. is added 1.57 ml (10.0 mMoles) of isobutylbenzene. The mixture is stirred at -30° to -18° for 65 minutes, then worked up as above. Assay gives only 2% p-bromoisobutylbenzene and 88% recovered starting isobutylbenzene, indicating that the reaction with NBS is very slow at this temperature. Solvent: liquid. Reactants: CCC1(C(=O)OC)C=CC(NC(=O)OC(C)(C)C)C1, CO, CCOC(C)=O, [Li+], C1CCOC1, [OH-], O. The product is CCC1(C(=O)O)C=CC(NC(=O)OC(C)(C)C)C1. Reaction SMILES: [C:1]([CH3:2])([CH3:3])([CH3:4])[O:5][C:6](=[O:7])[NH:8][CH:9]1[CH:10]=[CH:11][C:12]([C:14](=[O:15])[O:16][CH3:17])([CH2:18][CH3:19])[CH2:13]1.[CH3:20][OH:21].[CH3:30][CH2:31][O:32][C:33]([CH3:34])=[O:35].[Li+:23].[O:25]1[CH2:26][CH2:27][CH2:28][CH2:29]1.[OH-:24].[OH2:22]>>[C:1]([CH3:2])([CH3:3])([CH3:4])[O:5][C:6](=[O:7])[NH:8][CH:9]1[CH:10]=[CH:11][C:12]([C:14](=[O:15])[OH:16])([CH2:18][CH3:19])[CH2:13]1. Reactants: [Cl-].[Al+3].[Cl-].[Cl-] (aluminum chloride), C(C)S (ethanethiol), CN(CCN1C(=O)C=2C=CC=3NC4=CC=C(C=C4C3C2C1=O)OC)C (N-(2-dimethylaminoethyl)-6-methoxycarbazole-3,4-dicarboximide). The solvent is C(Cl)(Cl)Cl (chloroform), C(Cl)(Cl)Cl (chloroform). Reaction conditions: time 10 minute. The product is CN(CCN1C(=O)C=2C=CC=3NC4=CC=C(C=C4C3C2C1=O)O)C (N-(2-dimethylaminoethyl)-6-hydroxycarbazole-3,4-dicarboximide). The yield is 66.4%. Reaction SMILES: [Cl-].[Al+3].[Cl-].[Cl-].C(S)C.[CH3:8][N:9]([CH3:32])[CH2:10][CH2:11][N:12]1[C:28](=[O:29])[C:27]2[C:26]3[C:25]4[C:20](=[CH:21][CH:22]=[C:23]([O:30]C)[CH:24]=4)[NH:19][C:18]=3[CH:17]=[CH:16][C:15]=2[C:13]1=[O:14]>C(Cl)(Cl)Cl>[CH3:8][N:9]([CH3:32])[CH2:10][CH2:11][N:12]1[C:28](=[O:29])[C:27]2[C:26]3[C:25]4[C:20](=[CH:21][CH:22]=[C:23]([OH:30])[CH:24]=4)[NH:19][C:18]=3[CH:17]=[CH:16][C:15]=2[C:13]1=[O:14] |f:0.1.2.3|. Reported procedure: 1.52 g of anhydrous aluminum chloride was suspended in 30 ml of chloroform. Thereto was added 1.69 ml of ethanethiol, and the mixture was stirred at room temperature for 10 minutes. Thereto was dropwise added, in 1 minute, a solution of 770 mg of N-(2-dimethylaminoethyl)-6-methoxycarbazole-3,4-dicarboximide dissolved in 100 ml of chloroform. The mixture was stirred at room temperature overnight. The solvent was removed by distillation under reduced pressure. The residue was mixed with 200 ml of ... The product is C(C1=CC=CC=C1)N[C@H]1[C@@H](CC2(OCCO2)CC1)C ((7R,8R)—N-Benzyl-7-methyl-1,4-dioxaspiro[4.5]decan-8-amine). Run in CO (MeOH). Procedure details: The crude N-(7-methyl-1,4-dioxaspiro[4.5]dec-8-ylidene)-1-phenylmethanamine was dissolved in MeOH (1.3 L). The solution was cooled to −70° C. and solid NaBH4 was added in ˜10 portions over 30 min while the reaction temperature was held below −64° C. The reaction mixture was allowed to warm to −30° C. over 1 h, then to 5° C. over 15 min. The reaction was quenched with water (500 mL), the mixture was transferred into a separatory funnel, additional water (2 L) was added (resulting pH 10-11), and e... Starting materials: CC1CC2(OCCO2)CCC1=NCC1=CC=CC=C1 (N-(7-methyl-1,4-dioxaspiro[4.5]dec-8-ylidene)-1-phenylmethanamine), [BH4-].[Na+] (NaBH4). Reaction conditions: temperature -70 celsius, time 15 minute. As a reaction SMILES: [CH3:1][CH:2]1[C:11](=[N:12][CH2:13][C:14]2[CH:19]=[CH:18][CH:17]=[CH:16][CH:15]=2)[CH2:10][CH2:9][C:4]2([O:8][CH2:7][CH2:6][O:5]2)[CH2:3]1.[BH4-].[Na+]>CO>[CH2:13]([NH:12][C@@H:11]1[CH2:10][CH2:9][C:4]2([O:5][CH2:6][CH2:7][O:8]2)[CH2:3][C@H:2]1[CH3:1])[C:14]1[CH:15]=[CH:16][CH:17]=[CH:18][CH:19]=1 |f:1.2|. The reactants are [Br-].[Li+] (lithium bromide), C(CCC)C1=CC=C(S1)C(C(=O)Cl)=O ((5-butyl-thiophen-2-yl)-oxo-acetyl chloride), CC1=CC=C(C=C1)[Mg]Br (4-methyl-phenylmagnesium bromide), CCOCC (ether), Cl (HCl). The reagents and catalysts are [Cu](Br)Br (copper (II) bromide). The solvent is C1CCOC1 (THF). Reaction conditions: temperature 0 celsius, time 10 minute. The product is C(CCC)C1=CC=C(S1)C(C(=O)C1=CC=CC=C1)=O (1-(5-Butyl-thiophen-2-yl)-2-phenyl-ethane-1,2-dione). RXN SMILES: [Br-].[Li+].C[C:4]1[CH:9]=[CH:8][C:7]([Mg]Br)=[CH:6][CH:5]=1.CCOCC.[CH2:17]([C:21]1[S:25][C:24]([C:26](=[O:30])[C:27](Cl)=[O:28])=[CH:23][CH:22]=1)[CH2:18][CH2:19][CH3:20].Cl>[Cu](Br)Br.C1COCC1>[CH2:17]([C:21]1[S:25][C:24]([C:26](=[O:30])[C:27]([C:4]2[CH:9]=[CH:8][CH:7]=[CH:6][CH:5]=2)=[O:28])=[CH:23][CH:22]=1)[CH2:18][CH2:19][CH3:20] |f:0.1|. Procedure details: Into a flask containing THF (60 mL) was added copper (II) bromide (5.7 g, 40 mmol) followed by lithium bromide (6.8 g, 80 mmol). The reaction was cooled to 0° C. and a solution of 4-methyl-phenylmagnesium bromide (1N) in ether (48 mmol) was added dropwise. The reaction was stirred 10 min and a solution containing (5-butyl-thiophen-2-yl)-oxo-acetyl chloride was added dropwise over 20 min at 0° C. The reaction was poured into HCl 1N (aqueous) and extracted with ether. The organic layer was separat...